From a dataset of the Open Reaction Database (ORD), a public repository of structured organic reaction records. describe an organic reaction: reactants, conditions, products, and yield Reactants: N,N'-carbonyldiimidazole, COC1=CC=C(CS[C@H]2C[C@H](N(C2)C(=O)OCC2=CC=C(C=C2)[N+](=O)[O-])C(=O)O)C=C1 ((2S,4S)-4-(4-methoxybenzylthio)-1-(4-nitrobenzyloxycarbonyl)-2-pyrrolidinecarboxylic acid), N[C@@H]1CN(CC1)C(=O)OC(C)(C)C ((3S)-3-amino-1-t-butoxycarbonylpyrrolidine). Solvent: C(C)#N (acetonitrile), C(C)#N (acetonitrile). Reaction conditions: time 2 hour. Product: COC1=CC=C(CS[C@H]2C[C@H](N(C2)C(=O)OCC2=CC=C(C=C2)[N+](=O)[O-])C(=O)N[C@@H]2CN(CC2)C(=O)OC(C)(C)C)C=C1 ((2S,4S)-4-(4-Methoxybenzylthio)-2-[(3S)-1-(t-butoxycarbonyl)pyrrolidin-3-ylaminocarbonyl]-1-(4-nitrobenzyloxycarbonyl)pyrrolidine). Yield: 82.8%. Reaction SMILES: [CH3:1][O:2][C:3]1[CH:31]=[CH:30][C:6]([CH2:7][S:8][C@@H:9]2[CH2:13][N:12]([C:14]([O:16][CH2:17][C:18]3[CH:23]=[CH:22][C:21]([N+:24]([O-:26])=[O:25])=[CH:20][CH:19]=3)=[O:15])[C@H:11]([C:27](O)=[O:28])[CH2:10]2)=[CH:5][CH:4]=1.[NH2:32][C@H:33]1[CH2:37][CH2:36][N:35]([C:38]([O:40][C:41]([CH3:44])([CH3:43])[CH3:42])=[O:39])[CH2:34]1>C(#N)C>[CH3:1][O:2][C:3]1[CH:4]=[CH:5][C:6]([CH2:7][S:8][C@@H:9]2[CH2:13][N:12]([C:14]([O:16][CH2:17][C:18]3[CH:23]=[CH:22][C:21]([N+:24]([O-:26])=[O:25])=[CH:20][CH:19]=3)=[O:15])[C@H:11]([C:27]([NH:32][C@H:33]3[CH2:37][CH2:36][N:35]([C:38]([O:40][C:41]([CH3:44])([CH3:43])[CH3:42])=[O:39])[CH2:34]3)=[O:28])[CH2:10]2)=[CH:30][CH:31]=1. Reported procedure: 3.05 g of N,N'-carbonyldiimidazole were added to a solution of 7.99 g of (2S,4S)-4-(4-methoxybenzylthio)-1-(4-nitrobenzyloxycarbonyl)-2-pyrrolidinecarboxylic acid in 80 ml of dry acetonitrile, and the resulting mixture was stirred at room temperature for 2 hours. At the end of this time, the reaction mixture was cooled to 0° C., after which a solution of 3.34 g of (3S)-3-amino-1-t-butoxycarbonylpyrrolidine in 30 ml of dry acetonitrile was added, and the mixture was stirred at the same temperatur...